This data is from the Open Reaction Database (ORD), a public repository of structured organic reaction records. The task is: describe an organic reaction: reactants, conditions, products, and yield The reactants are C1(=CC=CC=C1)C=1C=C(C(=O)OC)C=CN1 (methyl 2-phenylisonicotinate), N-oxide, [OH-].[Li+] (lithium hydroxide). Run in C1CCOC1 (THF), C1CCOC1 (THF). Conditions: time 8 hour. Yields the product C1(=CC=CC=C1)C=1C=C(C(=O)[O-])C=CN1.[Li+] (lithium 2-phenylisonicotinate), N-oxide. RXN SMILES: [C:1]1([C:7]2[CH:8]=[C:9]([CH:14]=[CH:15][N:16]=2)[C:10]([O:12]C)=[O:11])[CH:6]=[CH:5][CH:4]=[CH:3][CH:2]=1.[OH-].[Li+:18]>C1COCC1>[C:1]1([C:7]2[CH:8]=[C:9]([CH:14]=[CH:15][N:16]=2)[C:10]([O-:12])=[O:11])[CH:2]=[CH:3][CH:4]=[CH:5][CH:6]=1.[Li+:18] |f:1.2,4.5|. Reported procedure: A solution of methyl 2-phenylisonicotinate, N-oxide (397 mg, 1.73 mmol) in THF (6 mL) was treated with 0.5 N aqueous lithium hydroxide (3.65 mL, 1.81 mmol), and the mixture was stirred overnight. The THF was stripped, and the aqueous solution was freeze dried to yield lithium 2-phenylisonicotinate, N-oxide a colorless glass, which was used as-is in the next step. The reactants are CSCCC(NC(=O)OC(C)(C)C)C(=O)O, [Br]C1=CC=C(C(C)=O)C=C1 (1-acetyl-4-bromobenzene). Reagents/catalysts: [Cs+].[Cs+].[O-]C([O-])=O (CsCO3), CC(C)(C)C1=CC(=NC=C1)C2=NC=CC(=C2)C(C)(C)C (4,4-di-tert-butyl-2,2-bipyridyl), COCCOC.Cl[Ni]Cl (NiCl2-glyme), CC(C)(C)C1=CC2=N(->[Ir+]34(<-N5=CC(C(F)(F)F)=CC=C5C5=C(F)C=C(F)C=C53)(<-N3=CC(C(F)(F)F)=CC=C3C3=C(F)C=C(F)C=C34)<-N3=C2C=C(C(C)(C)C)C=C3)C=C1.F[P-](F)(F)(F)(F)F (Ir[dF(CF3)ppy]2(dtbbpy)PF6). Solvent: CN(C)C=O (DMF). Conditions: temperature 23 celsius, time 72 hour. Yields the product CSCCC(NC(=O)OC(C)(C)C)C1=CC=C(C(C)=O)C=C1. Yield: 83.0%. Procedure details: Prior to irradiation, the reaction mixture was degassed by bubbling argon for 20 minutes The reactants are N1=C(C=CC2=CC=CC=C12)COC=1C=C(CCC2=CC=C(C=C2)C2=NN(N=N2)CC(=O)OCC)C=CC1 (ethyl [5-(4-(3-(2-quinolinylmethyloxy)phenethyl)phenyl)tetrazol-3-yl]acetate), C(C)(=O)O (acetic acid). The solvent is O (water), C(C)O (ethanol), [OH-].[Na+] (NaOH). Run at temperature 70 celsius, time 4 hour. The product is N1=C(C=CC2=CC=CC=C12)COC=1C=C(CCC2=CC=C(C=C2)C2=NN(N=N2)CC(=O)O)C=CC1 (5-(4-(3-(2-quinolinylmethyloxy)phenethyl)phenyl)tetrazol-3-yl acetic acid). Reaction SMILES: [N:1]1[C:10]2[C:5](=[CH:6][CH:7]=[CH:8][CH:9]=2)[CH:4]=[CH:3][C:2]=1[CH2:11][O:12][C:13]1[CH:14]=[C:15]([CH:35]=[CH:36][CH:37]=1)[CH2:16][CH2:17][C:18]1[CH:23]=[CH:22][C:21]([C:24]2[N:28]=[N:27][N:26]([CH2:29][C:30]([O:32]CC)=[O:31])[N:25]=2)=[CH:20][CH:19]=1.C(O)(=O)C>C(O)C.[OH-].[Na+].O>[N:1]1[C:10]2[C:5](=[CH:6][CH:7]=[CH:8][CH:9]=2)[CH:4]=[CH:3][C:2]=1[CH2:11][O:12][C:13]1[CH:14]=[C:15]([CH:35]=[CH:36][CH:37]=1)[CH2:16][CH2:17][C:18]1[CH:23]=[CH:22][C:21]([C:24]2[N:28]=[N:27][N:26]([CH2:29][C:30]([OH:32])=[O:31])[N:25]=2)=[CH:20][CH:19]=1 |f:3.4|. Reported procedure: A mixture of 1 g of ethyl [5-(4-(3-(2-quinolinylmethyloxy)phenethyl)phenyl)tetrazol-3-yl]acetate in 5 ml ethanol and 40 ml of 1N NaOH is stirred at 70° C. for 4 hours.This is cooled, diluted with water, acidified with acetic acid, filtered, washed with water, and then ethyl acetate to give 5-(4-(3-(2-quinolinylmethyloxy)phenethyl)phenyl)tetrazol-3-yl acetic acid.